Dataset: the Open Reaction Database (ORD), a public repository of structured organic reaction records. Task: describe an organic reaction: reactants, conditions, products, and yield Reactants: C(C1=CC=CC=C1)N1CC2C(C2C1)[N+](=O)[O-] (3-benzyl-6-nitro-3-azabicyclo[3.1.0]hexane), NN.O (H2NNH2—H2O). The reagents and catalysts are [Ni] (Raney nickel). The solvent is CO (MeOH). Run at time 5 hour. The product is C(C1=CC=CC=C1)N1CC2C(C2C1)N (3-benzyl-3-azabicyclo[3.1.0]hexan-6-amine). Yield: 104.3%. Reaction SMILES: [CH2:1]([N:8]1[CH2:13][CH:12]2[CH:10]([CH:11]2[N+:14]([O-])=O)[CH2:9]1)[C:2]1[CH:7]=[CH:6][CH:5]=[CH:4][CH:3]=1.NN.O>[Ni].CO>[CH2:1]([N:8]1[CH2:13][CH:12]2[CH:10]([CH:11]2[NH2:14])[CH2:9]1)[C:2]1[CH:3]=[CH:4][CH:5]=[CH:6][CH:7]=1 |f:1.2|. Procedure details: To a mixture of 3-benzyl-6-nitro-3-azabicyclo[3.1.0]hexane (4.00 g) and a catalytic amount of Raney nickel in MeOH was added slowly a solution of 98% H2NNH2—H2O (70 mL) at rt. The mixture was stirred for 5 h at room temperature and filtered. The filtrate was concentrated in vacuo to give the title compound as brown oil (3.60 g) and the crude product was used for the next step without further purification. The compound was characterized by the following spectroscopic data: MS (ESI, pos. ion) m/z:... Reactants: C(C)(C)(C)ON1CCN(CC1)C(=O)C1CCN(CC1)C1=CC=NC=C1 (4-(t-butoxy)-1-(4-pyridylpiperidin-4-ylcarbonyl)piperazine), FC(C(=O)O)(F)F (trifluoroacetic acid). Run in ClCCl (dichloromethane), ClCCl (dichloromethane). Conditions: time 3 hour. The product is N1=CC=C(C=C1)N1CCC(CC1)C(=O)N1CCNCC1 (1-(4-pyridylpiperidin-4-ylcarbonyl)piperazine). As a reaction SMILES: C(O[N:6]1[CH2:11][CH2:10][N:9]([C:12]([CH:14]2[CH2:19][CH2:18][N:17]([C:20]3[CH:25]=[CH:24][N:23]=[CH:22][CH:21]=3)[CH2:16][CH2:15]2)=[O:13])[CH2:8][CH2:7]1)(C)(C)C.FC(F)(F)C(O)=O>ClCCl>[N:23]1[CH:22]=[CH:21][C:20]([N:17]2[CH2:18][CH2:19][CH:14]([C:12]([N:9]3[CH2:8][CH2:7][NH:6][CH2:11][CH2:10]3)=[O:13])[CH2:15][CH2:16]2)=[CH:25][CH:24]=1. Procedure details: The 4-(t-butoxy)-1-(4-pyridylpiperidin-4-ylcarbonyl)piperazine (3.74 g) was then dissolved in dry dichloromethane (50 ml) and treated with trifluoroacetic acid (5.3 ml) and stirred under an argon atmosphere at room temperature for three hours. The dichloromethane solvent was then removed by evaporation to afford a brown oil which slowly solidified, This solid was then taken up in dichloromethane, filtered and washed with water, brine and then dried (MgSO4). The resultant solution was then evapor... Starting materials: ice water, C(#N)C1=C(C2=C(S1)C=CC(=C2)OCC2=CC(=CC=C2)OCC2=NC1=CC=CC=C1C=C2)C (2-cyano-5-[3-(2-quinolinylmethyloxy)benzyloxy]-3-methylbenzo(b)thiophene), [N-]=[N+]=[N-].[Na+] (sodium azide), [Cl-].[NH4+] (ammonium chloride), [OH-].[Na+] (NaOH). Run in CN(C)C=O (DMF). Conditions: temperature 80 celsius. The product is N1=C(C=CC2=CC=CC=C12)COC=1C=C(COC2=CC3=C(SC(=C3C)C3=NN=NN3)C=C2)C=CC1 (5-(5-[3-(2quinolinylmethyloxy)benzyloxy]-3-methylbenzo(b)thiophen -2-yl)tetrazole). As a reaction SMILES: [C:1]([C:3]1[S:7][C:6]2[CH:8]=[CH:9][C:10]([O:12][CH2:13][C:14]3[CH:19]=[CH:18][CH:17]=[C:16]([O:20][CH2:21][C:22]4[CH:31]=[CH:30][C:29]5[C:24](=[CH:25][CH:26]=[CH:27][CH:28]=5)[N:23]=4)[CH:15]=3)=[CH:11][C:5]=2[C:4]=1[CH3:32])#[N:2].[N-:33]=[N+:34]=[N-:35].[Na+].[Cl-].[NH4+].[OH-].[Na+]>CN(C=O)C>[N:23]1[C:24]2[C:29](=[CH:28][CH:27]=[CH:26][CH:25]=2)[CH:30]=[CH:31][C:22]=1[CH2:21][O:20][C:16]1[CH:15]=[C:14]([CH:19]=[CH:18][CH:17]=1)[CH2:13][O:12][C:10]1[CH:9]=[CH:8][C:6]2[S:7][C:3]([C:1]3[NH:35][N:34]=[N:33][N:2]=3)=[C:4]([CH3:32])[C:5]=2[CH:11]=1 |f:1.2,3.4,5.6|. Procedure details: A solution-suspension of 2-cyano-5-[3-(2-quinolinylmethyloxy)benzyloxy]-3-methylbenzo(b)thiophene (300 mg, 0.69 mmol), sodium azide (134 mg, 2.1 mmol) and ammonium chloride (110.3 mg, 2.1 mmol) in DMF (3 ml) is heated to 80° C. for 16 hours. The reaction mixture is cooled to room temperature and poured over ice-water. The pH is adjusted to 10 (1N NaOH) and the aqueous layer washed with ether and then acidified to pH 3. The precipitated solid is filtered and washed successively with water, ethano...